Task: describe an organic reaction: reactants, conditions, products, and yield. Dataset: the Open Reaction Database (ORD), a public repository of structured organic reaction records Reactants: C(C)(=O)OCCCCCCCCCCCC (dodecyl acetate), C(C)(C)[N-]C(C)C.[Li+] (lithium diisopropylamide), 15h, 1h, C(C)[Si](C1=CC(=CO1)C=O)(CC)CC (5-triethylsilyl-3-furaldehyde). The solvent is O1CCCC1 (tetrahydrofuran), O1CCCC1 (tetrahydrofuran), O1CCCC1 (tetrahydrofuran). Yields the product OC(CC(=O)OCCCCCCCCCCCC)C=1C=C(OC1)[Si](CC)(CC)CC (Dodecyl 3-hydroxy-3-(2-triethylsilyl-4-furyl)propionate). RXN SMILES: [C:1]([O:4][CH2:5][CH2:6][CH2:7][CH2:8][CH2:9][CH2:10][CH2:11][CH2:12][CH2:13][CH2:14][CH2:15][CH3:16])(=[O:3])[CH3:2].C([N-]C(C)C)(C)C.[Li+].[CH2:25]([Si:27]([CH2:37][CH3:38])([CH2:35][CH3:36])[C:28]1[O:32][CH:31]=[C:30]([CH:33]=[O:34])[CH:29]=1)[CH3:26]>O1CCCC1>[OH:34][CH:33]([C:30]1[CH:29]=[C:28]([Si:27]([CH2:35][CH3:36])([CH2:37][CH3:38])[CH2:25][CH3:26])[O:32][CH:31]=1)[CH2:2][C:1]([O:4][CH2:5][CH2:6][CH2:7][CH2:8][CH2:9][CH2:10][CH2:11][CH2:12][CH2:13][CH2:14][CH2:15][CH3:16])=[O:3] |f:1.2|. Procedure: A solution of dodecyl acetate (240 mg, 1.04 mmol) in tetrahydrofuran (2 ml) was added to a solution of lithium diisopropylamide (1.04 mmol; =generated from 0.15 ml of diisopropylamine and 0.42 ml n-butyl lithium at -78°) in tetrahydrofuran (10 ml) at -78° under argon. After 1h, a solution of 5-triethylsilyl-3-furaldehyde (200 mg, 0.95 mmol) in tetrahydrofuran (1 ml) was added. Stirring was continued for 15h while the cooling bath attained room temperature. The mixture was quenched with water and... Reactants: BrB(Br)Br, ClCCl, COc1ccc(-c2ccccc2C)cc1-c1ccc(C(F)(F)F)cc1CN1C(=O)OC(c2cc(C(F)(F)F)cc(C(F)(F)F)c2)C1C. Yields the product Cc1ccccc1-c1ccc(O)c(-c2ccc(C(F)(F)F)cc2CN2C(=O)OC(c3cc(C(F)(F)F)cc(C(F)(F)F)c3)C2C)c1. RXN SMILES: [B:48]([Br:49])([Br:50])[Br:51].[Cl:52][CH2:53][Cl:54].[F:1][C:2]([c:3]1[cH:4][c:5]([CH:13]2[CH:14]([CH3:45])[N:15]([CH2:19][c:20]3[c:21](-[c:30]4[cH:31][c:32](-[c:38]5[c:39]([CH3:44])[cH:40][cH:41][cH:42][cH:43]5)[cH:33][cH:34][c:35]4[O:36][CH3:37])[cH:22][cH:23][c:24]([C:26]([F:27])([F:28])[F:29])[cH:25]3)[C:16](=[O:18])[O:17]2)[cH:6][c:7]([C:9]([F:10])([F:11])[F:12])[cH:8]1)([F:46])[F:47]>>[F:1][C:2]([c:3]1[cH:4][c:5]([CH:13]2[CH:14]([CH3:45])[N:15]([CH2:19][c:20]3[c:21](-[c:30]4[cH:31][c:32](-[c:38]5[c:39]([CH3:44])[cH:40][cH:41][cH:42][cH:43]5)[cH:33][cH:34][c:35]4[OH:36])[cH:22][cH:23][c:24]([C:26]([F:27])([F:28])[F:29])[cH:25]3)[C:16](=[O:18])[O:17]2)[cH:6][c:7]([C:9]([F:10])([F:11])[F:12])[cH:8]1)([F:46])[F:47].